This data is from the Open Reaction Database (ORD), a public repository of structured organic reaction records. The task is: describe an organic reaction: reactants, conditions, products, and yield Reactants: CO, CCO, O=C1OCC2CCCC12, ClCCl, N. The product is NC(=O)C1CCCC1CO. As a reaction SMILES: [CH3:11][OH:12].[CH3:16][CH2:17][OH:18].[CH:1]12[CH2:2][CH2:3][CH2:4][CH:5]1[C:6](=[O:9])[O:7][CH2:8]2.[Cl:13][CH2:14][Cl:15].[NH3:10]>>[CH:1]1([CH2:8][OH:7])[CH2:2][CH2:3][CH2:4][CH:5]1[C:6](=[O:9])[NH2:10]. The reactants are FC1=CC=C(C=C1)NC(NC1=CC=C(C=C1)C=1C=C2CN(C(C2=CC1)=O)[C@H](C(=O)O)C(C)C)=O ((S)-2-(5-(4-(3-(4-Fluorophenyl)ureido)phenyl)-1-oxoisoindolin-2-yl)-3-methylbutanoic acid), CC([C@@H](C(=O)OC)N1C(C2=CC=C(C=C2C1)C1=CC=C(C=C1)NC(=O)NC1=CC(=CC=C1)C(F)(F)F)=O)C ((S)-Methyl 3-methyl-2-(1-oxo-5-(4-(3-(3-(trifluoromethyl)phenyl)ureido)phenyl)isoindolin-2-yl)butanoate). Yields the product CC([C@@H](C(=O)O)N1C(C2=CC=C(C=C2C1)C1=CC=C(C=C1)NC(=O)NC1=CC(=CC=C1)C(F)(F)F)=O)C ((S)-3-Methyl-2-(1-oxo-5-(4-(3-(3-(trifluoromethyl)phenyl)ureido)phenyl)isoindolin-2-yl)butanoic acid). Yield: 88.0%. Reaction SMILES: FC1C=CC(NC(=O)NC2C=CC(C3C=C4C(=CC=3)C(=O)N([C@@H](C(C)C)C(O)=O)C4)=CC=2)=CC=1.[CH3:35][CH:36]([CH3:72])[C@H:37]([N:42]1[CH2:50][C:49]2[C:44](=[CH:45][CH:46]=[C:47]([C:51]3[CH:56]=[CH:55][C:54]([NH:57][C:58]([NH:60][C:61]4[CH:66]=[CH:65][CH:64]=[C:63]([C:67]([F:70])([F:69])[F:68])[CH:62]=4)=[O:59])=[CH:53][CH:52]=3)[CH:48]=2)[C:43]1=[O:71])[C:38]([O:40]C)=[O:39]>>[CH3:35][CH:36]([CH3:72])[C@H:37]([N:42]1[CH2:50][C:49]2[C:44](=[CH:45][CH:46]=[C:47]([C:51]3[CH:52]=[CH:53][C:54]([NH:57][C:58]([NH:60][C:61]4[CH:66]=[CH:65][CH:64]=[C:63]([C:67]([F:70])([F:68])[F:69])[CH:62]=4)=[O:59])=[CH:55][CH:56]=3)[CH:48]=2)[C:43]1=[O:71])[C:38]([OH:40])=[O:39]. Procedure details: The compound of example 247 was prepared analogous to compound of example 225 by hydrolysis of compound of example 246.